Dataset: the Open Reaction Database (ORD), a public repository of structured organic reaction records. Task: describe an organic reaction: reactants, conditions, products, and yield Reactants: FC1=C(C(=O)O)C=CC=C1 (o-fluorobenzoic acid), C(CCC)[Li] (n-butyllithium). Solvent: C(C)OCC (diethyl ether). Conditions: temperature -78 celsius. The product is FC1=C(C(=O)[O-])C=CC=C1.[Li+] (lithium o-fluorobenzoate). RXN SMILES: [F:1][C:2]1[CH:10]=[CH:9][CH:8]=[CH:7][C:3]=1[C:4]([OH:6])=[O:5].C([Li:15])CCC>C(OCC)C>[F:1][C:2]1[CH:10]=[CH:9][CH:8]=[CH:7][C:3]=1[C:4]([O-:6])=[O:5].[Li+:15] |f:3.4|. Procedure details: In a nitrogen-purged 500 milliliter flask o-fluorobenzoic acid (7.01 grams, 50 millimoles) was added along with 100 milliliters of anhydrous diethyl ether. The flask was cooled to -78° C. and n-butyllithium (34 milliliters/1.6M in hexane, 54.4 millimoles) was slowly added to form the lithium o-fluorobenzoate. The white precipitate was allowed to warm to room temperature (slurry 1). In a separate 250 milliliter flask purged with nitrogen was added dicyclohexylphosphine (9.91 grams, 50 millimoles)...